From a dataset of the Open Reaction Database (ORD), a public repository of structured organic reaction records. describe an organic reaction: reactants, conditions, products, and yield Starting materials: S(=O)(=O)([O-])OOS(=O)(=O)[O-].[K+].[K+] (potassium monopersulfate), CO (methanol), FC1=CC=C(C=C1)C=1N=C2OC=CN2C1C1=NC(=NC=C1)SC (6-(4-fluorophenyl)-5-[2-(methylsulfanyl)pyrimidin-4-yl]imidazo[2,1-b][1,3]oxazole), OOS(=O)[O-].[K+] (Oxone). The solvent is O (water). Conditions: time 24 hour. Yields the product FC1=CC=C(C=C1)C=1N=C2OC=CN2C1C1=NC(=NC=C1)S(=O)(=O)C (6-(4-fluorophenyl)-5-[2-(methylsulfonyl)pyrimidin-4-yl]imidazo[2,1-b][1,3]oxazole), solid. Yield: 82.0%. RXN SMILES: [F:1][C:2]1[CH:7]=[CH:6][C:5]([C:8]2[N:9]=[C:10]3[N:14]([C:15]=2[C:16]2[CH:21]=[CH:20][N:19]=[C:18](SC)[N:17]=2)[CH:13]=[CH:12][O:11]3)=[CH:4][CH:3]=1.O[O:25][S:26]([O-:28])=O.[K+].S(OOS([O-])(=O)=O)([O-])(=O)=O.[K+].[K+].[CH3:42]O>O>[F:1][C:2]1[CH:7]=[CH:6][C:5]([C:8]2[N:9]=[C:10]3[N:14]([C:15]=2[C:16]2[CH:21]=[CH:20][N:19]=[C:18]([S:26]([CH3:42])(=[O:28])=[O:25])[N:17]=2)[CH:13]=[CH:12][O:11]3)=[CH:4][CH:3]=1 |f:1.2,3.4.5|. Reported procedure: To a solution of 6-(4-fluorophenyl)-5-[2-(methylsulfanyl)pyrimidin-4-yl]imidazo[2,1-b][1,3]oxazole (E) (2.0 g, 6.13 mmol) in methanol (250 mL) is slowly added Oxone™ (potassium monopersulfate) (11.3 g, 18.4 mmol) in water (50 mL). The mixture is stirred at room temperature for 24 hours. The solvent is removed in vacuo and the residue dissolved in dichloromethane, washed with water, and dried over anhydrous sodium sulfate. The solids are removed by filtration and the solvent removed in vacuo. The... Reaction conditions: time 8 hour. Procedure details: To a solution of methyl 1-{[3-(2-{3-cyano-4-[(1-methylethyl)oxy]phenyl}-1,3-thiazol-5-yl)-2-ethylphenyl]methyl}-3-azetidinecarboxylate (D87) (126 mg) in isopropanol (40 mL) and water (10 mL) stirred under nitrogen at room temperature was added a solution of NaOH (21.2 mg) in water in one charge. The reaction mixture was stirred at room temperature overnight. Isopropanol was removed in vacuo. The residue was dissolved in water and acidified with 1N HCl to pH=5. The solvent was removed in vacuo, t... The reactants are [OH-].[Na+] (NaOH), C(#N)C=1C=C(C=CC1OC(C)C)C=1SC(=CN1)C=1C(=C(C=CC1)CN1CC(C1)C(=O)OC)CC (methyl 1-{[3-(2-{3-cyano-4-[(1-methylethyl)oxy]phenyl}-1,3-thiazol-5-yl)-2-ethylphenyl]methyl}-3-azetidinecarboxylate). RXN SMILES: [C:1]([C:3]1[CH:4]=[C:5]([C:13]2[S:14][C:15]([C:18]3[C:19]([CH2:33][CH3:34])=[C:20]([CH2:24][N:25]4[CH2:28][CH:27]([C:29]([O:31]C)=[O:30])[CH2:26]4)[CH:21]=[CH:22][CH:23]=3)=[CH:16][N:17]=2)[CH:6]=[CH:7][C:8]=1[O:9][CH:10]([CH3:12])[CH3:11])#[N:2].[OH-].[Na+]>C(O)(C)C.O>[C:1]([C:3]1[CH:4]=[C:5]([C:13]2[S:14][C:15]([C:18]3[C:19]([CH2:33][CH3:34])=[C:20]([CH2:24][N:25]4[CH2:26][CH:27]([C:29]([OH:31])=[O:30])[CH2:28]4)[CH:21]=[CH:22][CH:23]=3)=[CH:16][N:17]=2)[CH:6]=[CH:7][C:8]=1[O:9][CH:10]([CH3:12])[CH3:11])#[N:2] |f:1.2|. Product: C(#N)C=1C=C(C=CC1OC(C)C)C=1SC(=CN1)C=1C(=C(C=CC1)CN1CC(C1)C(=O)O)CC (1-{[3-(2-{3-cyano-4-[(1-methylethyl)oxy]phenyl}-1,3-thiazol-5-yl)-2-ethylphenyl]methyl}-3-azetidinecarboxylic acid). Isolated yield 49.1%. Solvent: O (water), C(C)(C)O (isopropanol), O (water). Reactants: [BH3-]C#N, COC(=O)C(=Cc1cc(C)c2nn(COCC[Si](C)(C)C)cc2c1)NC(=O)OC(C)(C)C, CCOC(C)=O, ClCCl, [Na+], C1CCOC1, O=C(O)C(F)(F)F. Product: COC(=O)C(O)Cc1cc(C)c2nn(COCC[Si](C)(C)C)cc2c1. Reaction SMILES: [C:40]([BH3-:41])#[N:42].[CH3:1][O:2][C:3](=[O:4])[C:5](=[CH:6][c:7]1[cH:8][c:9]2[cH:10][n:11]([CH2:17][O:18][CH2:19][CH2:20][Si:21]([CH3:22])([CH3:23])[CH3:24])[n:12][c:13]2[c:14]([CH3:16])[cH:15]1)[NH:25][C:26](=[O:27])[O:28][C:29]([CH3:30])([CH3:31])[CH3:32].[CH3:52][CH2:53][O:54][C:55](=[O:56])[CH3:57].[Cl:49][CH2:50][Cl:51].[Na+:43].[O:44]1[CH2:45][CH2:46][CH2:47][CH2:48]1.[OH:33][C:34]([C:35]([F:36])([F:37])[F:38])=[O:39]>>[CH3:1][O:2][C:3](=[O:4])[CH:5]([CH2:6][c:7]1[cH:8][c:9]2[cH:10][n:11]([CH2:17][O:18][CH2:19][CH2:20][Si:21]([CH3:22])([CH3:23])[CH3:24])[n:12][c:13]2[c:14]([CH3:16])[cH:15]1)[OH:33]. Reaction SMILES: [CH3:21][CH2:22][OH:23].[F:1][c:2]1[c:3]([C:13](=[O:14])[N:15]2[CH2:16][CH2:17][O:18][CH2:19][CH2:20]2)[cH:4][cH:5][c:6]([N+:10]([O-:11])=[O:12])[c:7]1[O:8][CH3:9]>>[F:1][c:2]1[c:3]([C:13](=[O:14])[N:15]2[CH2:16][CH2:17][O:18][CH2:19][CH2:20]2)[cH:4][cH:5][c:6]([NH2:10])[c:7]1[O:8][CH3:9]. Product: COc1c(N)ccc(C(=O)N2CCOCC2)c1F. Reactants: CCO, COc1c([N+](=O)[O-])ccc(C(=O)N2CCOCC2)c1F. Reactants: ClC1=CC=C(C(=O)CCC(=O)OC2CCN(CC2)C)C=C1 (1-methyl-4-piperidyl 3-p-chloro-benzoylpropionate), COC(N(C)C)OC (dimethylformamide dimethyl acetal), C(C)(=O)O (acetic acid), C1(=CC=CC=C1)NN (phenylhydrazine). Run in C1=CC=CC=C1.O (benzene water). The product is ClC1=CC=C(C=C1)C1=C(C=NN1C1=CC=CC=C1)CC(=O)OC1CCN(CC1)C (1-methyl-4-piperidyl 5-p-chlorophenyl-1-phenyl-pyrazol-4-yl-acetate). RXN SMILES: [Cl:1][C:2]1[CH:21]=[CH:20][C:5]([C:6]([CH2:8][CH2:9][C:10]([O:12][CH:13]2[CH2:18][CH2:17][N:16]([CH3:19])[CH2:15][CH2:14]2)=[O:11])=O)=[CH:4][CH:3]=1.[CH3:22]OC(OC)N(C)C.C(O)(=O)C.[C:34]1([NH:40][NH2:41])[CH:39]=[CH:38][CH:37]=[CH:36][CH:35]=1>C1C=CC=CC=1.O>[Cl:1][C:2]1[CH:21]=[CH:20][C:5]([C:6]2[N:40]([C:34]3[CH:39]=[CH:38][CH:37]=[CH:36][CH:35]=3)[N:41]=[CH:22][C:8]=2[CH2:9][C:10]([O:12][CH:13]2[CH2:18][CH2:17][N:16]([CH3:19])[CH2:15][CH2:14]2)=[O:11])=[CH:4][CH:3]=1 |f:4.5|. Procedure details: 35.1 g of 1-methyl-4-piperidyl 3-p-chlorobenzoyl-4-dimethylamino-3-butenoate [obtainable by esterification of 3-p-chlorobenzoyl-propionic acid with 1-methyl-piperidin-4-ol to produce 1-methyl-4-piperidyl 3-p-chloro-benzoylpropionate and subsequent reaction of the latter with dimethylformamide dimethyl acetal in the presence of acetic acid at 120°] and 12 g of phenylhydrazine are warmed for 4 hours at 100°. The reaction mixture is subjected to the customary working up (benzene/water) and 1-methyl... Reactants: NC1=NC(=C(C(=N1)N)[N+](=O)[O-])Cl (2,4 -Diamino-6-chloro-5-nitropyrimidine), [Na] (sodium), C(C1=CC=CC=C1)O (benzyl alcohol), 242, 242, λmax, C11H11N5O3. Conditions: temperature 160 celsius. Product: NC1=NC(=C(C(=N1)N)[N+](=O)[O-])OCC1=CC=CC=C1 (2,4-Diamino-6-benzyloxy-5-nitropyrimidine). As a reaction SMILES: [NH2:1][C:2]1[N:7]=[C:6]([NH2:8])[C:5]([N+:9]([O-:11])=[O:10])=[C:4](Cl)[N:3]=1.[Na].[CH2:14]([OH:21])[C:15]1[CH:20]=[CH:19][CH:18]=[CH:17][CH:16]=1>>[NH2:1][C:2]1[N:7]=[C:6]([NH2:8])[C:5]([N+:9]([O-:11])=[O:10])=[C:4]([O:21][CH2:14][C:15]2[CH:20]=[CH:19][CH:18]=[CH:17][CH:16]=2)[N:3]=1 |^1:12|. Procedure details: 2,4 -Diamino-6-chloro-5-nitropyrimidine (O'Brien et. al., J. Med. Chem., 9, 573-575 (1966)) (1.0 g, 5.28 mmol) was added to a solution of sodium (0.14 g, 6.08 mmol) in benzyl alcohol (9 mL). The solution was heated in a 160° C. oil bath for 3.5 h and the solvent was evaporated under reduced pressure to provide a yellow solid. This solid was washed with water, and air dried. Crystallization from benzene/ether gave a pale yellow filamentous solid: yield, 0.69 g (50%); mp 194°-195° C. (171° C.; Kos... Starting materials: C(#N)C1=CC=C(C2=CC=CC=C12)F (1-Cyano-4-fluoronaphthalene), OC1(CCNCC1)C1=CC=CC=C1 (4-Hydroxy-4-phenylpiperidine). Reaction SMILES: [C:1]([C:3]1[C:12]2[C:7](=[CH:8][CH:9]=[CH:10][CH:11]=2)[C:6](F)=[CH:5][CH:4]=1)#[N:2].[OH:14][C:15]1([C:21]2[CH:26]=[CH:25][CH:24]=[CH:23][CH:22]=2)[CH2:20][CH2:19][NH:18][CH2:17][CH2:16]1>N1C=CC=CC=1>[OH:14][C:15]1([C:21]2[CH:26]=[CH:25][CH:24]=[CH:23][CH:22]=2)[CH2:20][CH2:19][N:18]([C:6]2[C:7]3[C:12](=[CH:11][CH:10]=[CH:9][CH:8]=3)[C:3]([C:1]#[N:2])=[CH:4][CH:5]=2)[CH2:17][CH2:16]1. Yield: 36.4%. Reaction conditions: temperature 110 celsius, time 3 day. Product: OC1(CCN(CC1)C1=CC=C(C2=CC=CC=C12)C#N)C1=CC=CC=C1 (4-(4-Hydroxy-4-phenylpiperidin-1-yl)naphthalene-1-carbonitrile). Procedure details: 1-Cyano-4-fluoronaphthalene (20 mg, 0.117 mmol) was dissolved in pyridine (1 mL). 4-Hydroxy-4-phenylpiperidine (83 mg, 0.467 mmol) was added and the reaction mixture was shaken at 110° C. for 3 days in a sealed vial. The reaction mixture was concentrated and re-suspended in 2 M HCl (1 mL). The product mixture was extracted with ethyl acetate (2×1 mL), and the combined organic phases were concentrated. The residue was purified by preparative reversed phase HPLC to give the title compound (14 mg, ... Run in N1=CC=CC=C1 (pyridine).